The task is: describe an organic reaction: reactants, conditions, products, and yield. This data is from the Open Reaction Database (ORD), a public repository of structured organic reaction records. Starting materials: ClC1=NN=C(C2=CC=CC=C12)C=1SC=C(C1)C (1-chloro-4-(4-methyl-2-thienyl)phthalazine), D-α-phenylethylamine. Reaction SMILES: Cl[C:2]1[C:11]2[C:6](=[CH:7][CH:8]=[CH:9][CH:10]=2)[C:5]([C:12]2[S:13][CH:14]=[C:15]([CH3:17])[CH:16]=2)=[N:4][N:3]=1>CN1CCCC1=O>[C:6]1([C@H:5]([NH:4][C:2]2[C:11]3[C:6](=[CH:7][CH:8]=[CH:9][CH:10]=3)[C:5]([C:12]3[S:13][CH:14]=[C:15]([CH3:17])[CH:16]=3)=[N:4][N:3]=2)[CH3:12])[CH:11]=[CH:10][CH:9]=[CH:8][CH:7]=1. Product: C1(=CC=CC=C1)[C@@H](C)NC1=NN=C(C2=CC=CC=C12)C=1SC=C(C1)C ((R)-1-(α-phenylethylamino)-4-(4-methyl-2-thienyl)phthalazine). Reported procedure: 200 mg of 1-chloro-4-(4-methyl-2-thienyl)phthalazine and 100 mg of D-α-phenylethylamine were dissolved in 2 ml of N-methylpyrrolidone, and the solution was stirred at 140° C. for 8 hours. After the solution was subjected to after-treatment, it was purified by column chromatography, thereby obtaining 25 mg of (R)-1-(α-phenylethylamino)-4-(4-methyl-2-thienyl)phthalazine. Isolated yield 18.9%. Run in CN1C(CCC1)=O (N-methylpyrrolidone). Run at temperature 140 celsius, time 8 hour. Reactants: CC(=CCO)c1ccc(-c2cc(C(C)(C)C)cc(C(C)(C)C)c2)cc1, CCOC(=O)C(Cc1ccc(O)cc1)OCC. The product is CCOC(=O)C(Cc1ccc(OCC=C(C)c2ccc(-c3cc(C(C)(C)C)cc(C(C)(C)C)c3)cc2)cc1)OCC. As a reaction SMILES: [C:1]([CH3:2])([CH3:3])([CH3:4])[c:5]1[cH:6][c:7](-[c:15]2[cH:16][cH:17][c:18]([C:21](=[CH:22][CH2:23][OH:24])[CH3:25])[cH:19][cH:20]2)[cH:8][c:9]([C:11]([CH3:12])([CH3:13])[CH3:14])[cH:10]1.[CH2:26]([CH3:27])[O:28][CH:29]([C:30](=[O:31])[O:32][CH2:33][CH3:34])[CH2:35][c:36]1[cH:37][cH:38][c:39]([OH:42])[cH:40][cH:41]1>>[C:1]([CH3:2])([CH3:3])([CH3:4])[c:5]1[cH:6][c:7](-[c:15]2[cH:16][cH:17][c:18]([C:21](=[CH:22][CH2:23][O:24][c:39]3[cH:38][cH:37][c:36]([CH2:35][CH:29]([O:28][CH2:26][CH3:27])[C:30](=[O:31])[O:32][CH2:33][CH3:34])[cH:41][cH:40]3)[CH3:25])[cH:19][cH:20]2)[cH:8][c:9]([C:11]([CH3:12])([CH3:13])[CH3:14])[cH:10]1. Starting materials: Cc1ccc(S(=O)(=O)O)cc1, CCOC(C)=O, CCC(CC)n1c(=O)[nH]c2cnc(Cl)nc21, CC(=O)N1CCN(c2ccc(N)cc2)CC1, CN(C)C=O. Yields the product CCC(CC)n1c(=O)[nH]c2cnc(Nc3ccc(N4CCN(C(C)=O)CC4)cc3)nc21. Reaction SMILES: [CH3:17][c:18]1[cH:19][cH:20][c:21]([S:22]([OH:23])(=[O:24])=[O:25])[cH:26][cH:27]1.[CH3:49][CH2:50][O:51][C:52]([CH3:53])=[O:54].[Cl:1][c:2]1[n:3][cH:4][c:5]2[nH:6][c:7](=[O:16])[n:8]([CH:11]([CH2:12][CH3:13])[CH2:14][CH3:15])[c:9]2[n:10]1.[NH2:28][c:29]1[cH:30][cH:31][c:32]([N:35]2[CH2:36][CH2:37][N:38]([C:41]([CH3:42])=[O:43])[CH2:39][CH2:40]2)[cH:33][cH:34]1.[O:44]=[CH:45][N:46]([CH3:47])[CH3:48]>>[c:2]1([NH:28][c:29]2[cH:30][cH:31][c:32]([N:35]3[CH2:36][CH2:37][N:38]([C:41]([CH3:42])=[O:43])[CH2:39][CH2:40]3)[cH:33][cH:34]2)[n:3][cH:4][c:5]2[nH:6][c:7](=[O:16])[n:8]([CH:11]([CH2:12][CH3:13])[CH2:14][CH3:15])[c:9]2[n:10]1. Starting materials: [BH4-], CO, O=C1Cn2cccc2Sc2ccc(F)cc21, [Na+], C1CCOC1. The product is OC1Cn2cccc2Sc2ccc(F)cc21. RXN SMILES: [BH4-:17].[CH3:24][OH:25].[F:1][c:2]1[cH:3][cH:4][c:5]2[c:6]([cH:16]1)[C:7](=[O:15])[CH2:8][n:9]1[c:10]([cH:12][cH:13][cH:14]1)[S:11]2.[Na+:18].[O:19]1[CH2:20][CH2:21][CH2:22][CH2:23]1>>[F:1][c:2]1[cH:3][cH:4][c:5]2[c:6]([cH:16]1)[CH:7]([OH:15])[CH2:8][n:9]1[c:10]([cH:12][cH:13][cH:14]1)[S:11]2. Starting materials: CCOC(=O)CBr, CN(C)C=O, O=c1[nH]c2cc([N+](=O)[O-])c(F)cc2s1, [H-], [Na+], O. Product: CCOC(=O)Cn1c(=O)sc2cc(F)c([N+](=O)[O-])cc21. Reaction SMILES: [Br:17][CH2:18][C:19](=[O:20])[O:21][CH2:22][CH3:23].[CH3:25][N:26]([CH3:27])[CH:28]=[O:29].[F:3][c:4]1[cH:5][c:6]2[c:7]([nH:8][c:9](=[O:11])[s:10]2)[cH:12][c:13]1[N+:14](=[O:15])[O-:16].[H-:1].[Na+:2].[OH2:24]>>[F:3][c:4]1[cH:5][c:6]2[c:7]([n:8]([CH2:18][C:19](=[O:20])[O:21][CH2:22][CH3:23])[c:9](=[O:11])[s:10]2)[cH:12][c:13]1[N+:14](=[O:15])[O-:16]. Reactants: CCN(C(C)C)C(C)C, COCC1CCNCC1, ClC(Cl)Cl, O=C(O)C(F)(F)F, COc1ccc(C2COCCO2)c2sc(NC(=O)Oc3ccccc3)nc12. The product is COCC1CCN(C(=O)Nc2nc3c(OC)ccc(C4COCCO4)c3s2)CC1. Reaction SMILES: [CH2:44]([N:45]([CH:46]([CH3:47])[CH3:48])[CH:49]([CH3:50])[CH3:51])[CH3:52].[CH3:35][O:36][CH2:37][CH:38]1[CH2:39][CH2:40][NH:41][CH2:42][CH2:43]1.[CH:53]([Cl:54])([Cl:55])[Cl:56].[F:28][C:29]([F:30])([F:31])[C:32]([OH:33])=[O:34].[c:1]1([O:2][C:8]([NH:9][c:10]2[s:11][c:12]3[c:13]([n:14]2)[c:15]([O:25][CH3:26])[cH:16][cH:17][c:18]3[CH:19]2[O:20][CH2:21][CH2:22][O:23][CH2:24]2)=[O:27])[cH:3][cH:4][cH:5][cH:6][cH:7]1>>[C:8]([NH:9][c:10]1[s:11][c:12]2[c:13]([n:14]1)[c:15]([O:25][CH3:26])[cH:16][cH:17][c:18]2[CH:19]1[O:20][CH2:21][CH2:22][O:23][CH2:24]1)(=[O:27])[N:41]1[CH2:40][CH2:39][CH:38]([CH2:37][O:36][CH3:35])[CH2:43][CH2:42]1. Reactants: C(CCC)[Li] (n-Butyllithium), C(CC)S (1-propanethiol), O.[OH-].[Li+] (lithium hydroxide monohydrate), CC(=O)O (AcOH), C1(CCCC1)OC=1C=C(C=CC1OC)[C@H](C(C(=O)N1S(C[C@]23[C@@H]1CC(CC2)C3(C)C)(=O)=O)C3=CC=NC=C3)C3=CC=C(C=C3)C(C(F)(F)F)(C(F)(F)F)OCOCC[Si](C)(C)C ((1R, 5S)-N-{(3R)-3-(3-Cyclopentyloxy-4-methoxyphenyl)-3-[4-(2-(2-(trimethylsilyl)ethoxymethoxy)-1,1,1,3,3,3-hexafluoropropan-2-yl)phenyl]-2-(4-pyridyl)propanoyl}-10,10-dimethyl-3-thia-4-azatricyclo[5.2.1.01,5 ]decane-3,3-dioxide), NH4OAc. Run in C1CCOC1 (THF), O (water), C1CCOC1 (THF). Reaction conditions: time 1.5 hour. Product: C1(CCCC1)OC=1C=C(C=CC1OC)[C@H](CC1=CC=NC=C1)C1=CC=C(C=C1)C(C(F)(F)F)(C(F)(F)F)OCOCC[Si](C)(C)C ((R)-4-{2-(3-Cyclopentyloxy-4-methoxyphenyl)-2-[4-(2-(2-(trimethylsilyl)ethoxymethoxy)-1,1,1,3,3,3-hexafluoropropan-2-yl)phenyl]ethyl}pyridine). Isolated yield 58.6%. As a reaction SMILES: C([Li])CCC.C(S)CC.[CH:10]1([O:15][C:16]2[CH:17]=[C:18]([C@@H:24]([C:48]3[CH:53]=[CH:52][C:51]([C:54]([O:63][CH2:64][O:65][CH2:66][CH2:67][Si:68]([CH3:71])([CH3:70])[CH3:69])([C:59]([F:62])([F:61])[F:60])[C:55]([F:58])([F:57])[F:56])=[CH:50][CH:49]=3)[CH:25]([C:42]3[CH:47]=[CH:46][N:45]=[CH:44][CH:43]=3)C(N3[C@H]4CC5C(C)(C)[C@@]4(CC5)CS3(=O)=O)=O)[CH:19]=[CH:20][C:21]=2[O:22][CH3:23])[CH2:14][CH2:13][CH2:12][CH2:11]1.O.[OH-].[Li+].CC(O)=O>C1COCC1.O>[CH:10]1([O:15][C:16]2[CH:17]=[C:18]([C@@H:24]([C:48]3[CH:53]=[CH:52][C:51]([C:54]([O:63][CH2:64][O:65][CH2:66][CH2:67][Si:68]([CH3:71])([CH3:70])[CH3:69])([C:55]([F:56])([F:57])[F:58])[C:59]([F:62])([F:61])[F:60])=[CH:50][CH:49]=3)[CH2:25][C:42]3[CH:43]=[CH:44][N:45]=[CH:46][CH:47]=3)[CH:19]=[CH:20][C:21]=2[O:22][CH3:23])[CH2:14][CH2:13][CH2:12][CH2:11]1 |f:3.4.5|. Reported procedure: n-Butyllithium (2.4M solution in hexane; 7.76 mL, 18.6 mmol) was added dropwise to a solution of 1-propanethiol (2.06 mL, 22.8 mmol) in THF (100 mL) at 0° C. After 1.5 h, a solution of (1R, 5S)-N-{(3R)-3-(3-cyclopentyloxy-4-methoxyphenyl)-3-[4-(2-(2-(trimethylsilyl)ethoxymethoxy)-1,1,1,3,3,3-hexafluoropropan-2-yl)phenyl]-2-(4-pyridyl)propanoyl}-10,10-dimethyl-3-thia-4-azatricyclo[5.2.1.01,5 ]decane-3,3-dioxide from Step 3 (9.43 g, 10.4 mmol) in THF (25 mL) was added dropwise, at 0° C., and the r... The product is C(C)(=O)OCC1=NC2=CC(=C(C(=C2C=C1)C1=CCCCC1)[C@@H](C(=O)OCC)OC(C)(C)C)C ((S)-Ethyl 2-(2-(acetoxymethyl)-5-cyclohexenyl-7-methylquinolin-6-yl)-2-tert-butoxyacetate). Reactants: C(C)(=O)OCC1=NC2=CC(=C(C(=C2C=C1)C1=CC=C(C=C1)Cl)[C@@H](C(=O)OCC)OC(C)(C)C)C ((S)-ethyl 2-(2-(acetoxymethyl)-5-(4-chlorophenyl)-7-methylquinolin-6-yl)-2-tert-butoxyacetate), C(C)(C)(C)O[C@H](C(=O)OCC)C=1C(=C2C=CC(=[N+](C2=CC1C)[O-])C)C1=CCCCC1 ((S)-6-(1-tert-butoxy-2-ethoxy-2-oxoethyl)-5-cyclohexenyl-2,7-dimethylquinoline 1-oxide), ClC1=CC=C(C=C1)C1=C2C=CC(=[N+](C2=CC(=C1)C)[O-])C (5-(4-chlorophenyl)-2,7-dimethylquinoline 1-oxide). Reaction SMILES: [C:1]([O:4][CH2:5][C:6]1[CH:15]=[CH:14][C:13]2[C:8](=[CH:9][C:10]([CH3:34])=[C:11]([C@H:23]([O:29][C:30]([CH3:33])([CH3:32])[CH3:31])[C:24]([O:26][CH2:27][CH3:28])=[O:25])[C:12]=2[C:16]2[CH:21]=[CH:20][C:19](Cl)=[CH:18][CH:17]=2)[N:7]=1)(=[O:3])[CH3:2].C(O[C@@H](C1C(C2CCCCC=2)=C2C(=CC=1C)[N+]([O-])=C(C)C=C2)C(OCC)=O)(C)(C)C.ClC1C=CC(C2C=C(C)C=C3C=2C=CC(C)=[N+]3[O-])=CC=1>>[C:1]([O:4][CH2:5][C:6]1[CH:15]=[CH:14][C:13]2[C:8](=[CH:9][C:10]([CH3:34])=[C:11]([C@H:23]([O:29][C:30]([CH3:33])([CH3:32])[CH3:31])[C:24]([O:26][CH2:27][CH3:28])=[O:25])[C:12]=2[C:16]2[CH2:21][CH2:20][CH2:19][CH2:18][CH:17]=2)[N:7]=1)(=[O:3])[CH3:2]. Procedure: (S)-Ethyl 2-(2-(acetoxymethyl)-5-cyclohexenyl-7-methylquinolin-6-yl)-2-tert-butoxyacetate was prepared following the procedure used to prepare compound (S)-ethyl 2-(2-(acetoxymethyl)-5-(4-chlorophenyl)-7-methylquinolin-6-yl)-2-tert-butoxyacetate of Example 16, except that (S)-6-(1-tert-butoxy-2-ethoxy-2-oxoethyl)-5-cyclohexenyl-2,7-dimethylquinoline 1-oxide was used instead of 2-ethoxy-2-oxoethyl)-5-(4-chlorophenyl)-2,7-dimethylquinoline 1-oxide. LCMS-ESI+ (m/z): 454.3 (M+H)+.